This data is from the Open Reaction Database (ORD), a public repository of structured organic reaction records. The task is: describe an organic reaction: reactants, conditions, products, and yield The reactants are CCOc1ccc(F)c(OC2=CC(=O)N(C(CC(C)C)C(=O)OC)C2)c1F, [Li+], C1CCOC1, [OH-], O. Product: CCOc1ccc(F)c(OC2=CC(=O)N(C(CC(C)C)C(=O)O)C2)c1F. RXN SMILES: [CH3:1][O:2][C:3]([CH:4]([CH2:5][CH:6]([CH3:7])[CH3:8])[N:9]1[C:10](=[O:26])[CH:11]=[C:12]([O:14][c:15]2[c:16]([F:25])[c:17]([O:22][CH2:23][CH3:24])[cH:18][cH:19][c:20]2[F:21])[CH2:13]1)=[O:27].[Li+:30].[O:31]1[CH2:32][CH2:33][CH2:34][CH2:35]1.[OH-:29].[OH2:28]>>[O:2]=[C:3]([CH:4]([CH2:5][CH:6]([CH3:7])[CH3:8])[N:9]1[C:10](=[O:26])[CH:11]=[C:12]([O:14][c:15]2[c:16]([F:25])[c:17]([O:22][CH2:23][CH3:24])[cH:18][cH:19][c:20]2[F:21])[CH2:13]1)[OH:27]. Starting materials: C(C)OC1=C(C(C1=O)=O)NC=1C=C(C=CC1F)C1C(=C(NC(=C1C(=O)OC)C)C)C(=O)OC (4-[3-[(2-Ethoxy-3,4-dioxo-1cyclobuten-1-yl)amino]-4-fluorophenyl]-1,4-dihydro-2,6-dimethyl-3,5-pyridinedicarboxylic Acid, Dimethyl Ester), COC=1C=C(C=CC1)C1CCN(CC1)CCCN (4-(3-methoxyphenyl)piperidine-1-propanamine). Run in CN(C)C=O (DMF). Product: FC1=C(C=C(C=C1)C1C(=C(NC(=C1C(=O)OC)C)C)C(=O)OC)NC1=C(C(C1=O)=O)NCCCN1CCC(CC1)C1=CC(=CC=C1)OC (4-[4-Fluoro-3-[[2-[[3-[4-(3-methoxyphenyl)-1-piperidinyl]propyl]amino]-3,4-dioxo-1-cyclobuten-1-yl]amino]phenyl]-1,4-dihydro-2,6-dimethyl-3,5-pyridinedicarboxylic Acid, Dimethyl Ester). RXN SMILES: C(O[C:4]1[C:7](=[O:8])[C:6](=[O:9])[C:5]=1[NH:10][C:11]1[CH:12]=[C:13]([CH:18]2[C:23]([C:24]([O:26][CH3:27])=[O:25])=[C:22]([CH3:28])[NH:21][C:20]([CH3:29])=[C:19]2[C:30]([O:32][CH3:33])=[O:31])[CH:14]=[CH:15][C:16]=1[F:17])C.[CH3:34][O:35][C:36]1[CH:37]=[C:38]([CH:42]2[CH2:47][CH2:46][N:45]([CH2:48][CH2:49][CH2:50][NH2:51])[CH2:44][CH2:43]2)[CH:39]=[CH:40][CH:41]=1>CN(C=O)C>[F:17][C:16]1[CH:15]=[CH:14][C:13]([CH:18]2[C:19]([C:30]([O:32][CH3:33])=[O:31])=[C:20]([CH3:29])[NH:21][C:22]([CH3:28])=[C:23]2[C:24]([O:26][CH3:27])=[O:25])=[CH:12][C:11]=1[NH:10][C:5]1[C:6](=[O:9])[C:7](=[O:8])[C:4]=1[NH:51][CH2:50][CH2:49][CH2:48][N:45]1[CH2:44][CH2:43][CH:42]([C:38]2[CH:39]=[CH:40][CH:41]=[C:36]([O:35][CH3:34])[CH:37]=2)[CH2:47][CH2:46]1. Reported procedure: The compound of Example 2 (98.3 mg, 0.215 mmol) and 4-(3-methoxyphenyl)piperidine-1-propanamine (64 mg, 0.258 mmol) were stirred in 2 mL DMF at room temperature for 64 hours. The crude reaction mixture was evaporated to dryness under high vacuum (0.1 mmHg) at 50-55° C. The resulting gum was triturated with methylene chloride followed by the addition of hexanes. The titled compound precipitated out as fine creamy white crystalline solid (120 mg, 84.6%): mp 205-207° C.; 1H NMR (DMSO-d6) δ 9.38 (br... The reactants are CN(Cc1ccc(Cl)cc1Cl)CC(O)c1ccccc1, ClCCl, [Na+], [OH-], O=S(=O)(O)O. Yields the product CN1Cc2c(Cl)cc(Cl)cc2C(c2ccccc2)C1. As a reaction SMILES: [Cl:1][c:2]1[c:3]([CH2:4][N:5]([CH2:6][CH:7]([OH:8])[c:9]2[cH:10][cH:11][cH:12][cH:13][cH:14]2)[CH3:15])[cH:16][cH:17][c:18]([Cl:20])[cH:19]1.[Cl:28][CH2:29][Cl:30].[Na+:27].[OH-:26].[S:21](=[O:22])(=[O:23])([OH:24])[OH:25]>>[Cl:1][c:2]1[c:3]2[c:16]([cH:17][c:18]([Cl:20])[cH:19]1)[CH:7]([c:9]1[cH:10][cH:11][cH:12][cH:13][cH:14]1)[CH2:6][N:5]([CH3:15])[CH2:4]2. Starting materials: COC(=O)Cl, Cl, CN(C(=O)N(C)C1CN(C(=O)C2(F)CCNCC2)CC1c1ccc(F)cc1)c1cc(C(F)(F)F)cc(C(F)(F)F)c1. The product is COC(=O)N1CCC(F)(C(=O)N2CC(c3ccc(F)cc3)C(N(C)C(=O)N(C)c3cc(C(F)(F)F)cc(C(F)(F)F)c3)C2)CC1. As a reaction SMILES: [C:43]([O:44][CH3:45])(=[O:46])[Cl:47].[ClH:1].[F:2][C:3]([c:4]1[cH:5][c:6]([N:14]([C:15](=[O:16])[N:17]([CH3:18])[CH:19]2[CH2:20][N:21]([C:31](=[O:32])[C:33]3([F:39])[CH2:34][CH2:35][NH:36][CH2:37][CH2:38]3)[CH2:22][CH:23]2[c:24]2[cH:25][cH:26][c:27]([F:30])[cH:28][cH:29]2)[CH3:40])[cH:7][c:8]([C:10]([F:11])([F:12])[F:13])[cH:9]1)([F:41])[F:42]>>[F:2][C:3]([c:4]1[cH:5][c:6]([N:14]([C:15](=[O:16])[N:17]([CH3:18])[CH:19]2[CH2:20][N:21]([C:31](=[O:32])[C:33]3([F:39])[CH2:34][CH2:35][N:36]([C:43]([O:44][CH3:45])=[O:46])[CH2:37][CH2:38]3)[CH2:22][CH:23]2[c:24]2[cH:25][cH:26][c:27]([F:30])[cH:28][cH:29]2)[CH3:40])[cH:7][c:8]([C:10]([F:11])([F:12])[F:13])[cH:9]1)([F:41])[F:42].